describe an organic reaction: reactants, conditions, products, and yield From a dataset of the Open Reaction Database (ORD), a public repository of structured organic reaction records. Starting materials: ClC1=CC2=C(C(=N1)S(=O)(=O)C)N(C=N2)COCC[Si](C)(C)C (6-chloro-4-(methylsulfonyl)-3-((2-(trimethylsilyl)ethoxy)methyl)-3H-imidazo[4,5-c]pyridine), C[Si](C)(C)[N-][Si](C)(C)C.[Na+] (NaHMDS), C1CCOC1 (THF), O[C@H](C)[C@@H]1CC(N(C1)[C@H](C)C1=CC=C(C=C1)OC)=O ((R)-4-((R)-1-hydroxyethyl)-1-((R)-1-(4-methoxyphenyl)ethyl)pyrrolidin-2-one). The solvent is CN(C)C=O (DMF), CN(C)C=O (DMF). Reaction conditions: time 5 minute. Product: ClC1=CC2=C(C(=N1)O[C@H](C)[C@@H]1CC(N(C1)[C@H](C)C1=CC=C(C=C1)OC)=O)N(C=N2)COCC[Si](C)(C)C ((R)-4-((R)-1-(6-chloro-3-((2-(trimethylsilyl)ethoxy)methyl)-3H-imidazo[4,5-c]pyridin-4-yloxy)ethyl)-1-((R)-1-(4-methoxyphenyl)ethyl)pyrrolidin-2-one). As a reaction SMILES: C[Si]([N-][Si](C)(C)C)(C)C.[Na+].C1COCC1.[OH:16][C@@H:17]([C@H:19]1[CH2:23][N:22]([C@@H:24]([C:26]2[CH:31]=[CH:30][C:29]([O:32][CH3:33])=[CH:28][CH:27]=2)[CH3:25])[C:21](=[O:34])[CH2:20]1)[CH3:18].[Cl:35][C:36]1[N:41]=[C:40](S(C)(=O)=O)[C:39]2[N:46]([CH2:49][O:50][CH2:51][CH2:52][Si:53]([CH3:56])([CH3:55])[CH3:54])[CH:47]=[N:48][C:38]=2[CH:37]=1>CN(C=O)C>[Cl:35][C:36]1[N:41]=[C:40]([O:16][C@@H:17]([C@H:19]2[CH2:23][N:22]([C@@H:24]([C:26]3[CH:27]=[CH:28][C:29]([O:32][CH3:33])=[CH:30][CH:31]=3)[CH3:25])[C:21](=[O:34])[CH2:20]2)[CH3:18])[C:39]2[N:46]([CH2:49][O:50][CH2:51][CH2:52][Si:53]([CH3:56])([CH3:55])[CH3:54])[CH:47]=[N:48][C:38]=2[CH:37]=1 |f:0.1|. Procedure: A solution of NaHMDS in THF (1M, 0.85 ml, 0.85 mmol) was added to a solution of (R)-4-((R)-1-hydroxyethyl)-1-((R)-1-(4-methoxyphenyl)ethyl)pyrrolidin-2-one 1.04 (205 mg, 0.78 mmol) in DMF (10 mL) at room temperature. After 5 minutes, a solution of 6-chloro-4-(methylsulfonyl)-3-((2-(trimethylsilyl)ethoxy)methyl)-3H-imidazo[4,5-c]pyridine 2.09 (256 mg, 0.707 mmol) in DMF (2 mL) was added and mixture stirred at room temperature. After 10 minutes, LC/MS indicated full conversion to desired product. ... Starting materials: CCCCCCCCCCCC(CC(O)C(CCCCCC)C(=O)O)OC1CCCCO1, CCO, O, Cc1ccc(S(=O)(=O)O)cc1. Product: CCCCCCCCCCCC1CC(O)C(CCCCCC)C(=O)O1. As a reaction SMILES: [CH2:1]([CH2:2][CH2:3][CH2:4][CH2:5][CH3:6])[CH:7]([C:8](=[O:9])[OH:31])[CH:11]([CH2:12][CH:13]([O:10][CH:25]1[CH2:26][CH2:27][CH2:28][CH2:29][O:30]1)[CH2:14][CH2:15][CH2:16][CH2:17][CH2:18][CH2:19][CH2:20][CH2:21][CH2:22][CH2:23][CH3:24])[OH:32].[CH3:45][CH2:46][OH:47].[OH2:33].[c:34]1([CH3:35])[cH:36][cH:37][c:38]([S:39]([OH:40])(=[O:41])=[O:42])[cH:43][cH:44]1>>[CH2:1]([CH2:2][CH2:3][CH2:4][CH2:5][CH3:6])[CH:7]1[C:8](=[O:9])[O:33][CH:13]([CH2:14][CH2:15][CH2:16][CH2:17][CH2:18][CH2:19][CH2:20][CH2:21][CH2:22][CH2:23][CH3:24])[CH2:12][CH:11]1[OH:32]. Starting materials: Cc1ccc(C(C)O)cc1Br, [K+], Oc1ccc(O)cc1, O=S(=O)([O-])O. Yields the product C=Cc1ccc(C)c(Br)c1. Reaction SMILES: [Br:15][c:16]1[cH:17][c:18]([CH:23]([CH3:24])[OH:25])[cH:19][cH:20][c:21]1[CH3:22].[K+:6].[OH:7][c:8]1[cH:9][cH:10][c:11]([OH:12])[cH:13][cH:14]1.[S:1](=[O:2])(=[O:3])([OH:4])[O-:5]>>[Br:15][c:16]1[cH:17][c:18]([CH:23]=[CH2:24])[cH:19][cH:20][c:21]1[CH3:22]. Starting materials: C1(=CC=CC=C1)C1=NC(=CC(N1)=O)C(F)(F)F (2-phenyl-6-trifluoromethyl-4(3H)-pyrimidinone), BrN1C(CCC1=O)=O (N-bromosuccinimide). The solvent is CC(=O)OCC1=C2C=CC=CC2=C(C3=CC=CC=C31)COC(=O)C (acetic). Conditions: time 16 hour. Product: BrC=1C(NC(=NC1C(F)(F)F)C1=CC=CC=C1)=O (5-bromo-2-phenyl-6-trifluoromethyl-4(3H)-pyrimidinone). The yield is 83.5%. Reaction SMILES: [C:1]1([C:7]2[NH:12][C:11](=[O:13])[CH:10]=[C:9]([C:14]([F:17])([F:16])[F:15])[N:8]=2)[CH:6]=[CH:5][CH:4]=[CH:3][CH:2]=1.[Br:18]N1C(=O)CCC1=O>CC(OCC1C2C(=CC=CC=2)C(COC(C)=O)=C2C=1C=CC=C2)=O>[Br:18][C:10]1[C:11](=[O:13])[NH:12][C:7]([C:1]2[CH:2]=[CH:3][CH:4]=[CH:5][CH:6]=2)=[N:8][C:9]=1[C:14]([F:16])([F:17])[F:15]. Procedure details: To a solution of 1.0 g (3.94 mmol) of 2-phenyl-6-trifluoromethyl-4(3H)-pyrimidinone and 20 mL of glacial acetic add was added 1.0 g (5.6 mmol) N-bromosuccinimide and the mixture was left to stir at room temperature for 16 h. The reaction was poured onto ice water and vacuum filtered, washing well with water. The crude product was recrystallized from ethyl acetate to yield 1.05 g (83.5%) of 5-bromo-2-phenyl-6-trifluoromethyl-4(3H)-pyrimidinone, as a white solid. 1H-NMR (d6DMSO) δ 7.6(3H,m); 8.15(... Starting materials: Cl.COC(CCC1=CC(=CC=C1)CN)=O (3-(3-aminomethyl-phenyl)-propionic acid methyl ester hydrochloride salt), O1C(=CC2=C1C=CC=C2)C=O (benzofuran-2-carbaldehyde), imine. Run in CO (MeOH). Yields the product COC(CCC1=CC(=CC=C1)CNCC=1OC2=C(C1)C=CC=C2)=O (3-(3-{[(Benzofuran-2-ylmethyl)-amino]-methyl}-phenyl)-propionic acid methyl ester). Reaction SMILES: Cl.[CH3:2][O:3][C:4](=[O:15])[CH2:5][CH2:6][C:7]1[CH:12]=[CH:11][CH:10]=[C:9]([CH2:13][NH2:14])[CH:8]=1.[O:16]1[C:20]2[CH:21]=[CH:22][CH:23]=[CH:24][C:19]=2[CH:18]=[C:17]1[CH:25]=O>CO>[CH3:2][O:3][C:4](=[O:15])[CH2:5][CH2:6][C:7]1[CH:12]=[CH:11][CH:10]=[C:9]([CH2:13][NH:14][CH2:25][C:17]2[O:16][C:20]3[CH:21]=[CH:22][CH:23]=[CH:24][C:19]=3[CH:18]=2)[CH:8]=1 |f:0.1|. Reported procedure: The title compound of Step A was prepared from 3-(3-aminomethyl-phenyl)-propionic acid methyl ester hydrochloride salt, of Preparation 44, and benzofuran-2-carbaldehyde using the method described in Example 1, Step A except the imine was formed in MeOH at reflux over 3 h. 1H NMR (400 MHz, CDCl3) δ 7.50 (dd, 1H), 7.42 (d, 1H), 7.25-7.14 (m, 5H), 7.07 (d, 1H), 6.55 (d, 1H), 3.91 (s, 2H), 3.79 (s, 2H), 3.64 (s, 3H), 2.92 (t, 2H), 2.60 (t, 2H). Starting materials: ClC1=CC=C(C=C1)O (4-chlorophenol), BrC1=CC(=CC=C1)Br (1,3-dibromobenzene), cuprous bromide, C[O-].[Na+] (sodium methoxide). The solvent is COCCOCCOC (diglyme). Reaction conditions: temperature 165 celsius, time 21 hour. The product is ClC1=CC=C(OC=2C=C(C=CC2)Br)C=C1 (3-(4-chlorophenoxy)phenyl bromide). Isolated yield 29.9%. Reaction SMILES: [Cl:1][C:2]1[CH:7]=[CH:6][C:5]([OH:8])=[CH:4][CH:3]=1.C[O-].[Na+].[Br:12][C:13]1[CH:18]=[CH:17][CH:16]=[C:15](Br)[CH:14]=1>COCCOCCOC>[Cl:1][C:2]1[CH:7]=[CH:6][C:5]([O:8][C:15]2[CH:14]=[C:13]([Br:12])[CH:18]=[CH:17][CH:16]=2)=[CH:4][CH:3]=1 |f:1.2|. Procedure details: Under a nitrogen atmosphere, a solution of 13.6 grams (0.106 mole) of 4-chlorophenol in 50 mL of diglyme was stirred, and 24.1 mL (0.106 mole) of methanolic 25% sodium methoxide was added dropwise. Upon completion of addition, the reaction mixture was heated to about 165° C. to remove methanol. After the methanol was removed, the heating was ceased, and 25.0 grams (0.106 mole) of 1,3-dibromobenzene and 1.3 grams of cuprous bromide were added. Upon completion of the additions, the reaction mixtur... Starting materials: CC(C)(C)NS(=O)(=O)c1ccc(-c2cc(-c3nc(-c4ccc(Cl)c(Cl)c4)cc(C(F)(F)F)n3)ccn2)s1, ClCCl, O=C(O)C(F)(F)F. The product is NS(=O)(=O)c1ccc(-c2cc(-c3nc(-c4ccc(Cl)c(Cl)c4)cc(C(F)(F)F)n3)ccn2)s1. As a reaction SMILES: [C:1]([CH3:2])([CH3:3])([CH3:4])[NH:5][S:6](=[O:7])(=[O:8])[c:9]1[s:10][c:11](-[c:14]2[n:15][cH:16][cH:17][c:18](-[c:20]3[n:21][c:22]([C:34]([F:35])([F:36])[F:37])[cH:23][c:24](-[c:26]4[cH:27][c:28]([Cl:33])[c:29]([Cl:32])[cH:30][cH:31]4)[n:25]3)[cH:19]2)[cH:12][cH:13]1.[Cl:45][CH2:46][Cl:47].[F:38][C:39]([F:40])([F:41])[C:42]([OH:43])=[O:44]>>[NH2:5][S:6](=[O:7])(=[O:8])[c:9]1[s:10][c:11](-[c:14]2[n:15][cH:16][cH:17][c:18](-[c:20]3[n:21][c:22]([C:34]([F:35])([F:36])[F:37])[cH:23][c:24](-[c:26]4[cH:27][c:28]([Cl:33])[c:29]([Cl:32])[cH:30][cH:31]4)[n:25]3)[cH:19]2)[cH:12][cH:13]1. The reactants are BrC1=CC(=CC2=C1OC1=C2C2C(NC(C2C(C1)C1=C(C=CC=C1)Cl)=O)=O)OC (7-Bromo-4-(2-chlorophenyl)-9-methoxy-3a,4,5,10c-tetrahydro-1H-[1]benzofuro[3,2-e]isoindole-1,3(2H)-dione). Reagents/catalysts: O=[Mn]=O (MnO2). Product: BrC1=CC(=CC2=C1OC1=C2C=2C(NC(C2C(=C1)C1=C(C=CC=C1)Cl)=O)=O)OC (7-Bromo-4-(2-chlorophenyl)-9-methoxy-1H-[1]benzofuro[3,2-e]isoindole-1,3(2H)-dione). Isolated yield 67.0%. As a reaction SMILES: [Br:1][C:2]1[C:7]2[O:8][C:9]3[CH2:17][CH:16]([C:18]4[CH:23]=[CH:22][CH:21]=[CH:20][C:19]=4[Cl:24])[CH:15]4[CH:11]([C:12](=[O:26])[NH:13][C:14]4=[O:25])[C:10]=3[C:6]=2[CH:5]=[C:4]([O:27][CH3:28])[CH:3]=1>O=[Mn]=O>[Br:1][C:2]1[C:7]2[O:8][C:9]3[CH:17]=[C:16]([C:18]4[CH:23]=[CH:22][CH:21]=[CH:20][C:19]=4[Cl:24])[C:15]4[C:14](=[O:25])[NH:13][C:12](=[O:26])[C:11]=4[C:10]=3[C:6]=2[CH:5]=[C:4]([O:27][CH3:28])[CH:3]=1. Procedure: Aromatisation of (860) prepared as described in example442 with MnO2 using the procedure described in example 79 gave the dibenzofuran (861) as a yellow solid (67%). 1H NMR δ [(CD3)2SO] 8.22 (d, J=2.6 Hz, 1H), 8.14 (s, 1H), 7.62 (m, 2H), 7.48 (m, 3H), 3.98 (s, 3H). MH−:458,457,456,454. Reactants: C(C)(C)N(CC(C)N1C(=O)C(=O)C2=CC=CC=C12)C(C)C (1-(2-diisopropylamino-1-methylethyl)isatin), Cl.NNC(=O)N (semicarbazide hydrochloride). Yields the product C(C)(C)N(CC(C)N1C(=O)/C(/C2=CC=CC=C12)=N/NC(=O)N)C(C)C ((E)-1-(2-diisopropylamino-1-methylethyl)isatin 3-semicarbazone). Isolated yield 65.3%. As a reaction SMILES: [CH:1]([N:4]([CH:19]([CH3:21])[CH3:20])[CH2:5][CH:6]([N:8]1[C:18]2[C:13](=[CH:14][CH:15]=[CH:16][CH:17]=2)[C:11](=O)[C:9]1=[O:10])[CH3:7])([CH3:3])[CH3:2].Cl.[NH2:23][NH:24][C:25]([NH2:27])=[O:26]>>[CH:1]([N:4]([CH:19]([CH3:21])[CH3:20])[CH2:5][CH:6]([N:8]1[C:18]2[C:13](=[CH:14][CH:15]=[CH:16][CH:17]=2)/[C:11](=[N:23]\[NH:24][C:25]([NH2:27])=[O:26])/[C:9]1=[O:10])[CH3:7])([CH3:3])[CH3:2] |f:1.2|. Reported procedure: By using 1-(2-diisopropylamino-1-methylethyl)isatin and semicarbazide hydrochloride, a method analogous to that described in Example 10 was carried out and the reaction product was recrystallized from ethanol to obtain (E)-1-(2-diisopropylamino-1-methylethyl)isatin 3-semicarbazone having a melting point of 195°-197° C. (yield: 65.3%). The reactants are Compound 1, FC(S(=O)(=O)OC=1N=CC2=C3C(=C4C(=C2C1)C=CC=C4)C=CC=C3)(F)F (Dibenzo[f,h]isoquinolin-3-yl trifluoromethanesulfonate), Compound 1, C1(=CC=CC=C1)B(O)O (phenylboronic acid). Product: C1(=CC=CC=C1)C=1N=CC2=C3C(=C4C(=C2C1)C=CC=C4)C=CC=C3 (3-phenyldibenzo[f,h]isoquinoline). Reaction SMILES: FC(F)(F)S(O[C:7]1[N:8]=[CH:9][C:10]2[C:15]([CH:16]=1)=[C:14]1[CH:17]=[CH:18][CH:19]=[CH:20][C:13]1=[C:12]1[CH:21]=[CH:22][CH:23]=[CH:24][C:11]=21)(=O)=O.[C:27]1(B(O)O)[CH:32]=[CH:31][CH:30]=[CH:29][CH:28]=1>>[C:27]1([C:7]2[N:8]=[CH:9][C:10]3[C:15]([CH:16]=2)=[C:14]2[CH:17]=[CH:18][CH:19]=[CH:20][C:13]2=[C:12]2[CH:21]=[CH:22][CH:23]=[CH:24][C:11]=32)[CH:32]=[CH:31][CH:30]=[CH:29][CH:28]=1. Reported procedure: Dibenzo[f,h]isoquinolin-3-yl trifluoromethanesulfonate compound as synthesized in above Step 4 of Compound 1 synthesis reacts with phenylboronic acid under Suzuki reaction condition as described in Step 7 of Compound 1 synthesis to give the ligand 3-phenyldibenzo[f,h]isoquinoline.